Dataset: the Open Reaction Database (ORD), a public repository of structured organic reaction records. Task: describe an organic reaction: reactants, conditions, products, and yield Starting materials: O=C1CCC(=O)N1Br, O=C(OOC(=O)c1ccccc1)c1ccccc1, Cc1nc2cccnc2n(-c2cccc(NC(=O)c3cc(Cl)cc(Cl)c3)c2)c1=O, ClC(Cl)Cl. Yields the product O=C(Nc1cccc(-n2c(=O)c(CBr)nc3cccnc32)c1)c1cc(Cl)cc(Cl)c1. Reaction SMILES: [Br:30][N:31]1[C:32](=[O:33])[CH2:34][CH2:35][C:36]1=[O:37].[C:38]([O:39][O:40][C:41](=[O:42])[c:43]1[cH:44][cH:45][cH:46][cH:47][cH:48]1)(=[O:49])[c:50]1[cH:51][cH:52][cH:53][cH:54][cH:55]1.[CH3:1][c:2]1[n:3][c:4]2[c:5]([n:6](-[c:9]3[cH:10][c:11]([NH:15][C:16]([c:17]4[cH:18][c:19]([Cl:24])[cH:20][c:21]([Cl:23])[cH:22]4)=[O:25])[cH:12][cH:13][cH:14]3)[c:7]1=[O:8])[n:26][cH:27][cH:28][cH:29]2.[CH:56]([Cl:57])([Cl:58])[Cl:59]>>[CH2:1]([c:2]1[n:3][c:4]2[c:5]([n:6](-[c:9]3[cH:10][c:11]([NH:15][C:16]([c:17]4[cH:18][c:19]([Cl:24])[cH:20][c:21]([Cl:23])[cH:22]4)=[O:25])[cH:12][cH:13][cH:14]3)[c:7]1=[O:8])[n:26][cH:27][cH:28][cH:29]2)[Br:30]. Reactants: CC=1C=C(C=C(C1)C)[C@@H]1CCNC(O1)=O ((6S)-6-(3,5-dimethylphenyl)-1,3-oxazinan-2-one), CC=1C=C(C=C(C1)C)[C@@H]1CCNC(O1)=O ((6S)-6-(3,5-dimethylphenyl)-1,3-oxazinan-2-one), [H-].[Na+] (sodium hydride), BrCC1=C(C=CC(=C1)C(F)(F)F)C1=C(C=C(C(=C1)C(C)C)F)OC (2′-(bromomethyl)-4-fluoro-5-isopropyl-2-methoxy-4′-(trifluoromethyl)biphenyl), BrCC1=C(C=CC(=C1)C(F)(F)F)C1=C(C=C(C(=C1)C(C)C)F)OC (2′-(bromomethyl)-4-fluoro-5-isopropyl-2-methoxy-4′-(trifluoromethyl)biphenyl). Solvent: C1CCOC1 (THF), C1CCOC1 (THF), C1CCOC1 (THF). Reaction conditions: temperature 0 celsius, time 20 minute. Product: CC=1C=C(C=C(C1)C)[C@@H]1CCN(C(O1)=O)CC1=C(C=CC(=C1)C(F)(F)F)C1=C(C=C(C(=C1)C(C)C)F)OC ((6S)-6-(3,5-dimethylphenyl)-3-{[4′-fluoro-5′-isopropyl-2′-methoxy-4-(trifluoromethyl)biphenyl-2-yl]methyl}-1,3-oxazinan-2-one). RXN SMILES: [H-].[Na+].[CH3:3][C:4]1[CH:5]=[C:6]([C@H:11]2[O:16][C:15](=[O:17])[NH:14][CH2:13][CH2:12]2)[CH:7]=[C:8]([CH3:10])[CH:9]=1.Br[CH2:19][C:20]1[CH:25]=[C:24]([C:26]([F:29])([F:28])[F:27])[CH:23]=[CH:22][C:21]=1[C:30]1[CH:35]=[C:34]([CH:36]([CH3:38])[CH3:37])[C:33]([F:39])=[CH:32][C:31]=1[O:40][CH3:41]>C1COCC1>[CH3:3][C:4]1[CH:5]=[C:6]([C@H:11]2[O:16][C:15](=[O:17])[N:14]([CH2:19][C:20]3[CH:25]=[C:24]([C:26]([F:27])([F:28])[F:29])[CH:23]=[CH:22][C:21]=3[C:30]3[CH:35]=[C:34]([CH:36]([CH3:38])[CH3:37])[C:33]([F:39])=[CH:32][C:31]=3[O:40][CH3:41])[CH2:13][CH2:12]2)[CH:7]=[C:8]([CH3:10])[CH:9]=1 |f:0.1|. Procedure: To a stirred suspension of sodium hydride (60% in oil; 7.4 mg; 0.185 mmol) in THF (1.5 mL) at 0° C. under N2 was added a solution of (6S)-6-(3,5-dimethylphenyl)-1,3-oxazinan-2-one (Intermediate 21; 30 mg; 0.148 mmol) in THF (2 mL) dropwise. The reaction was stirred at 0° C. for 20 min prior to addition of 2′-(bromomethyl)-4-fluoro-5-isopropyl-2-methoxy-4′-(trifluoromethyl)biphenyl (Intermediate 13; 50 mg; 0.123 mmol) as a solution in THF (1.5 mL). The reaction was allowed to warm to room tempera... Starting materials: N(=O)OC(C)(C)C (tert-butyl nitrite), Cl (Hydrochloric acid), FC1=C(C(=CC(=C1)OC)F)C=1C(=NN(C1OC1=C(C=C(C=C1F)N)F)C)C (4-[[4-(2,6-difluoro-4-methoxyphenyl)-1,3-dimethyl-1H-pyrazol-5-yl]oxy]-3,5-difluorobenzenamine). Reagents/catalysts: [Cu]Cl (Copper(I) chloride). Solvent: C(C)#N (acetonitrile). Run at time 8 hour. The product is ClC1=CC(=C(OC2=C(C(=NN2C)C)C2=C(C=C(C=C2F)OC)F)C(=C1)F)F (5-(4-Chloro-2,6-difluorophenoxy)-4-(2,6-difluoro-4-methoxyphenyl)-1,3-dimethyl-1H-pyrazole). As a reaction SMILES: [F:1][C:2]1[CH:7]=[C:6]([O:8][CH3:9])[CH:5]=[C:4]([F:10])[C:3]=1[C:11]1[C:12]([CH3:27])=[N:13][N:14]([CH3:26])[C:15]=1[O:16][C:17]1[C:22]([F:23])=[CH:21][C:20](N)=[CH:19][C:18]=1[F:25].N(OC(C)(C)C)=O.[ClH:35]>C(#N)C.[Cu]Cl>[Cl:35][C:20]1[CH:21]=[C:22]([F:23])[C:17]([O:16][C:15]2[N:14]([CH3:26])[N:13]=[C:12]([CH3:27])[C:11]=2[C:3]2[C:2]([F:1])=[CH:7][C:6]([O:8][CH3:9])=[CH:5][C:4]=2[F:10])=[C:18]([F:25])[CH:19]=1. Reported procedure: Copper(I) chloride (56 mg, 0.42 mmol) was added to a solution of 4-[[4-(2,6-difluoro-4-methoxyphenyl)-1,3-dimethyl-1H-pyrazol-5-yl]oxy]-3,5-difluorobenzenamine (prepared analogous to Synthesis Example 9) (132 mg, 0.346 mmol) in acetonitrile (5 mL). The stirred mixture was cooled using an ice-water bath, and tert-butyl nitrite (90% technical grade, 72 μL) was added dropwise. The reaction mixture was allowed to warm slowly to ambient temperature and stirred at room temperature overnight, and then ... Reactants: [H-].[Na+] (sodium hydride), C1(CCCCCC1)N(C(NC1=C(C(=CC(=C1)OC)C(C)(C)C)O)=O)C1=CC=C(C=C1)N(C)C (2-[3-cycloheptyl-3-(4-dimethylaminophenyl)ureido]-4-methoxy-6-tert-butylphenol), ClCCC(C(=O)[O-])(C)C (chloromethylpivalate), CN(C=O)C (dimethylformamide). Run at time 2 hour. The product is Cl.C(C(C)(C)C)(=O)OCOC1=C(C=C(C=C1C(C)(C)C)OC)NC(=O)N(C1=CC=C(C=C1)N(C)C)C1CCCCCC1 (O-pivaloyloxymethyl-2-[3-cycloheptyl-3-(4-dimethylaminophenyl)ureido]-4-methoxy-6-tert-butylphenol hydrochloride). Reaction SMILES: [H-].[Na+].[CH:3]1([N:10]([C:27]2[CH:32]=[CH:31][C:30]([N:33]([CH3:35])[CH3:34])=[CH:29][CH:28]=2)[C:11](=[O:26])[NH:12][C:13]2[CH:18]=[C:17]([O:19][CH3:20])[CH:16]=[C:15]([C:21]([CH3:24])([CH3:23])[CH3:22])[C:14]=2[OH:25])[CH2:9][CH2:8][CH2:7][CH2:6][CH2:5][CH2:4]1.[Cl:36]C[CH2:38][C:39]([CH3:44])([CH3:43])[C:40]([O-:42])=[O:41].[CH3:45]N(C)C=O>>[ClH:36].[C:40]([O:42][CH2:45][O:25][C:14]1[C:15]([C:21]([CH3:24])([CH3:23])[CH3:22])=[CH:16][C:17]([O:19][CH3:20])=[CH:18][C:13]=1[NH:12][C:11]([N:10]([CH:3]1[CH2:9][CH2:8][CH2:7][CH2:6][CH2:5][CH2:4]1)[C:27]1[CH:32]=[CH:31][C:30]([N:33]([CH3:35])[CH3:34])=[CH:29][CH:28]=1)=[O:26])(=[O:41])[C:39]([CH3:44])([CH3:43])[CH3:38] |f:0.1,5.6|. Procedure: Under ice-cooling, 0.407 g of 62.4% sodium hydride was added to a mixture of 4.00 g of 2-[3-cycloheptyl-3-(4-dimethylaminophenyl)ureido]-4-methoxy-6-tert-butylphenol, 1.9 ml of chloromethylpivalate and 40 ml of dimethylformamide (DMF), and the temperature of the mixture was gradually raised to room temperature. The mixture was further stirred at room temperature for 2 hours. A saturated saline solution was added to the mixture and the mixture was extracted with ethyl acetate. The extract was was... The reactants are CS(C)=O, N#Cc1ccc(F)cc1Cl, [Li+], [Li+], C1CCC2NCCCC2C1, O=C([O-])[O-], O. The product is N#Cc1ccc(N2CCCC3CCCCC32)cc1Cl. RXN SMILES: [CH3:28][S:29](=[O:30])[CH3:31].[Cl:11][c:12]1[c:13]([C:14]#[N:15])[cH:16][cH:17][c:18]([F:20])[cH:19]1.[Li+:21].[Li+:22].[NH:1]1[CH2:2][CH2:3][CH2:4][CH:5]2[CH2:6][CH2:7][CH2:8][CH2:9][CH:10]12.[O-:23][C:24](=[O:25])[O-:26].[OH2:27]>>[N:1]1([c:18]2[cH:17][cH:16][c:13]([C:14]#[N:15])[c:12]([Cl:11])[cH:19]2)[CH2:2][CH2:3][CH2:4][CH:5]2[CH2:6][CH2:7][CH2:8][CH2:9][CH:10]12.